From a dataset of the Open Reaction Database (ORD), a public repository of structured organic reaction records. describe an organic reaction: reactants, conditions, products, and yield Reactants: BrC1=CC(=C(N)C(=C1)C)C (4-bromo-2,6-di-methylaniline), C1(=CC=CC=C1)[Li] (phenyl lithium), [N+](=O)(OC)[O-] (methyl nitrate). Run in CCOCC (ether), CCOCC (ether). Run at temperature -10 celsius. Product: BrC1=CC(=C(N[N+](=O)[O-])C(=C1)C)C (4-Bromo-2,6-dimethyl-N-nitroaniline). Isolated yield 27.6%. RXN SMILES: [Br:1][C:2]1[CH:8]=[C:7]([CH3:9])[C:5]([NH2:6])=[C:4]([CH3:10])[CH:3]=1.C1([Li])C=CC=CC=1.[N+:18]([O-])([O:20]C)=[O:19]>CCOCC>[Br:1][C:2]1[CH:8]=[C:7]([CH3:9])[C:5]([NH:6][N+:18]([O-:20])=[O:19])=[C:4]([CH3:10])[CH:3]=1. Procedure: To a cooled (-60° C.) solution of 4-bromo-2,6-di-methylaniline (0.037 mole, 7.4 g) dissolved in anhydrous ether (100 ml) under nitrogen with stirring is added dropwise, phenyl lithium (21.5 ml, 0.040 mole). The solution is stirred for 1.5 hours at -60° C. The solution is allowed to warm to -10° C., then it is cooled to -60° C. The nitrogen flow is stopped while methyl nitrate (0.044 mole, 3.5 g) in anhydrous ether (25 ml) is added dropwise. The solution is stirred for 0.5 hour at -60° C., then i... The reactants are N1C(C2(C3=CC=CC=C13)COC1=CC3=C(OCCO3)C=C12)=O (2,3-dihydrospiro[furo[2,3-g][1,4]benzodioxine-8,3′-indol]-2′(1′H)-one), [H-].[Na+] (sodium hydride), C(C1=CC=CC=C1)OC1=CC=C(CCl)C=C1 (4-benzyloxybenzyl chloride). The reagents and catalysts are [I-].[K+] (potassium iodide). Run in O (water), C(C)(=O)OCC (ethyl acetate), CN(C=O)C (N,N-dimethylformamide). Reaction conditions: time 1 hour. The product is C(C1=CC=CC=C1)OC1=CC=C(CN2C(C3(C4=CC=CC=C24)COC2=CC4=C(OCCO4)C=C23)=O)C=C1 (1′-[4-(benzyloxy)benzyl]-2,3-dihydrospiro[furo[2,3-g][1,4]benzodioxine-8,3′-indol]-2′(1′H)-one). Yield: 74.5%. As a reaction SMILES: [NH:1]1[C:9]2[C:4](=[CH:5][CH:6]=[CH:7][CH:8]=2)[C:3]2([C:21]3[C:12](=[CH:13][C:14]4[O:19][CH2:18][CH2:17][O:16][C:15]=4[CH:20]=3)[O:11][CH2:10]2)[C:2]1=[O:22].[H-].[Na+].[CH2:25]([O:32][C:33]1[CH:40]=[CH:39][C:36]([CH2:37]Cl)=[CH:35][CH:34]=1)[C:26]1[CH:31]=[CH:30][CH:29]=[CH:28][CH:27]=1>CN(C)C=O.O.C(OCC)(=O)C.[I-].[K+]>[CH2:25]([O:32][C:33]1[CH:34]=[CH:35][C:36]([CH2:37][N:1]2[C:9]3[C:4](=[CH:5][CH:6]=[CH:7][CH:8]=3)[C:3]3([C:21]4[C:12](=[CH:13][C:14]5[O:19][CH2:18][CH2:17][O:16][C:15]=5[CH:20]=4)[O:11][CH2:10]3)[C:2]2=[O:22])=[CH:39][CH:40]=1)[C:26]1[CH:27]=[CH:28][CH:29]=[CH:30][CH:31]=1 |f:1.2,7.8|. Reported procedure: To a solution of 2,3-dihydrospiro[furo[2,3-g][1,4]benzodioxine-8,3′-indol]-2′(1′H)-one (2.0 g, 6.8 mmol) in dry N,N-dimethylformamide (45 mL) was added sodium hydride (60% in mineral oil, 0.35 g, 8.8 mmol) at ambient temperature. The mixture was stirred at ambient temperature for 1 h and 4-benzyloxybenzyl chloride (2.2 g, 9.4 mmol) was added in one portion, followed by potassium iodide (0.06 g, 0.34 mmol). The mixture was stirred at ambient temperature for 16 h and diluted with water (200 mL) an... Reactants: CC(C)(C)OC(=O)N1CCC(CC1)CC=1C=C(C=CC1)C(=O)NCC=1C=CC(=C(C1)C1=CC(=CC=C1)CN1C[C@@H](N(CC1)C(=O)OC(C)(C)C)C)F (1,1-dimethylethyl (2S)-4-[(5′-{[({3-[(1-{[(1,1-dimethylethyl)oxy]carbonyl}-4-piperidinyl)methyl]phenyl}carbonyl)amino]methyl}-2′-fluoro-3-biphenylyl)methyl]-2-methyl-1-piperazinecarboxylate), [H-].[Na+] (NaH), BrCC1CC1 ((bromomethyl)cyclopropane). The solvent is CN(C)C=O (DMF). The product is C1(CC1)CN(C(C1=CC(=CC=C1)CC1CCNCC1)=O)CC=1C=C(C(=CC1)F)C1=CC(=CC=C1)CN1C[C@@H](NCC1)C (N-(cyclopropylmethyl)-N-[(6-fluoro-3′-{[(3S)-3-methyl-1-piperazinyl]methyl}-3-biphenylyl)methyl]-3-(4-piperidinylmethyl)benzamide). The yield is 13.9%. RXN SMILES: CC(OC([N:8]1[CH2:13][CH2:12][CH:11]([CH2:14][C:15]2[CH:16]=[C:17]([C:21]([NH:23][CH2:24][C:25]3[CH:26]=[CH:27][C:28]([F:52])=[C:29]([C:31]4[CH:36]=[CH:35][CH:34]=[C:33]([CH2:37][N:38]5[CH2:43][CH2:42][N:41](C(OC(C)(C)C)=O)[C@@H:40]([CH3:51])[CH2:39]5)[CH:32]=4)[CH:30]=3)=[O:22])[CH:18]=[CH:19][CH:20]=2)[CH2:10][CH2:9]1)=O)(C)C.[H-].[Na+].Br[CH2:56][CH:57]1[CH2:59][CH2:58]1>CN(C=O)C>[CH:59]1([CH2:58][N:23]([CH2:24][C:25]2[CH:30]=[C:29]([C:31]3[CH:36]=[CH:35][CH:34]=[C:33]([CH2:37][N:38]4[CH2:43][CH2:42][NH:41][C@@H:40]([CH3:51])[CH2:39]4)[CH:32]=3)[C:28]([F:52])=[CH:27][CH:26]=2)[C:21](=[O:22])[C:17]2[CH:18]=[CH:19][CH:20]=[C:15]([CH2:14][CH:11]3[CH2:10][CH2:9][NH:8][CH2:13][CH2:12]3)[CH:16]=2)[CH2:57][CH2:56]1 |f:1.2|. Procedure details: Following the general procedure outlined in Example 66, 1,1-dimethylethyl (2S)-4-[(5′-{[({3-[(1-{[(1,1-dimethylethyl)oxy]carbonyl}-4-piperidinyl)methyl]phenyl}carbonyl)amino]methyl}-2′-fluoro-3-biphenylyl)methyl]-2-methyl-1-piperazinecarboxylate (76.1 mg, 0.106 mmol), NaH (8.29 mg, 0.345 mmol) and (bromomethyl)cyclopropane (0.0155 mL, 0.160 mmol) in DMF (1.0 mL) were reacted to give the desired product (8.4 mg, 13.7%). EI-MS m/z 569(M−H)+. Starting materials: COC(CCC1=CC(=CC=C1)CNCC1=CC=C(C=C1)C=1C=NC=CC1)=O (3-{3-[(4-pyridin-3-yl-benzylamino)-methyl]-phenyl}-propionic acid methyl ester), Cl.N1=C(C=CC=C1)S(=O)(=O)Cl (pyridine-2-sulfonyl chloride hydrochloride). Run in C(C)N(CC)CC (triethylamine). The product is COC(CCC1=CC(=CC=C1)CN(CC1=CC=C(C=C1)C=1C=NC=CC1)S(=O)(=O)C1=NC=CC=C1)=O (3-(3-{[(Pyridine-2-sulfonyl)-(4-pyridin-3-yl-benzyl)-amino]methyl}phenyl)-propionic acid methyl ester). Reaction SMILES: [CH3:1][O:2][C:3](=[O:27])[CH2:4][CH2:5][C:6]1[CH:11]=[CH:10][CH:9]=[C:8]([CH2:12][NH:13][CH2:14][C:15]2[CH:20]=[CH:19][C:18]([C:21]3[CH:22]=[N:23][CH:24]=[CH:25][CH:26]=3)=[CH:17][CH:16]=2)[CH:7]=1.Cl.[N:29]1[CH:34]=[CH:33][CH:32]=[CH:31][C:30]=1[S:35](Cl)(=[O:37])=[O:36]>C(N(CC)CC)C>[CH3:1][O:2][C:3](=[O:27])[CH2:4][CH2:5][C:6]1[CH:11]=[CH:10][CH:9]=[C:8]([CH2:12][N:13]([S:35]([C:30]2[CH:31]=[CH:32][CH:33]=[CH:34][N:29]=2)(=[O:37])=[O:36])[CH2:14][C:15]2[CH:20]=[CH:19][C:18]([C:21]3[CH:22]=[N:23][CH:24]=[CH:25][CH:26]=3)=[CH:17][CH:16]=2)[CH:7]=1 |f:1.2|. Reported procedure: The title compound of Step A was prepared from 3-{3-[(4-pyridin-3-yl-benzylamino)-methyl]-phenyl}-propionic acid methyl ester, prepared in Step A of Example 11m, and pyridine-2-sulfonyl chloride hydrochloride, of Preparation 47, following the method described in Example 1, Step B using triethylamine in place of N,N-diisopropylethylamine. 1 H NMR (400 MHz, CDCl3) δ 8.79 (s, 1H), 8.69 (d, 1H), 8.59 (d, 1H), 7.98 (m, 1H), 7.88 (m, 2H), 7.49-7.38 (m, 4H), 7.24 (m, 2H), 7.11 (m, 1H), 7.02 (d, 1H), 6.... RXN SMILES: [Br:25][N:26]1[C:27](=[O:28])[CH2:29][CH2:30][C:31]1=[O:32].[CH3:1][c:2]1[n:3][c:4]2[c:5]([n:6](-[c:9]3[cH:10][c:11](-[c:15]4[cH:16][cH:17][cH:18][cH:19][cH:20]4)[cH:12][cH:13][cH:14]3)[c:7]1=[O:8])[n:21][cH:22][cH:23][cH:24]2.[cH:33]1[cH:34][cH:35][cH:36][cH:37][cH:38]1>>[CH2:1]([c:2]1[n:3][c:4]2[c:5]([n:6](-[c:9]3[cH:10][c:11](-[c:15]4[cH:16][cH:17][cH:18][cH:19][cH:20]4)[cH:12][cH:13][cH:14]3)[c:7]1=[O:8])[n:21][cH:22][cH:23][cH:24]2)[Br:25]. Yields the product O=c1c(CBr)nc2cccnc2n1-c1cccc(-c2ccccc2)c1. Reactants: O=C1CCC(=O)N1Br, Cc1nc2cccnc2n(-c2cccc(-c3ccccc3)c2)c1=O, c1ccccc1.